Task: describe an organic reaction: reactants, conditions, products, and yield. Dataset: the Open Reaction Database (ORD), a public repository of structured organic reaction records Starting materials: CC(O)=S, Nc1cccc(CCO)n1, CCOC(=O)N=NC(=O)OCC, C1CCOC1, c1ccc(P(c2ccccc2)c2ccccc2)cc1. The product is CC(=O)SCCc1cccc(N)n1. RXN SMILES: [C:42]([CH3:43])(=[S:44])[OH:45].[NH2:32][c:33]1[cH:34][cH:35][cH:36][c:37]([CH2:39][CH2:40][OH:41])[n:38]1.[O:20]=[C:21]([O:22][CH2:23][CH3:24])[N:25]=[N:26][C:27]([O:28][CH2:29][CH3:30])=[O:31].[O:46]1[CH2:47][CH2:48][CH2:49][CH2:50]1.[c:1]1([P:2]([c:3]2[cH:4][cH:5][cH:6][cH:7][cH:8]2)[c:9]2[cH:10][cH:11][cH:12][cH:13][cH:14]2)[cH:15][cH:16][cH:17][cH:18][cH:19]1>>[NH2:32][c:33]1[cH:34][cH:35][cH:36][c:37]([CH2:39][CH2:40][S:44][C:42]([CH3:43])=[O:45])[n:38]1. The reactants are [OH-].[Na+] (sodium hydroxide), O (water), FC1=CC=C(/C=C/C(=O)OCC)C=C1 (ethyl trans-4-fluorocinnamate). Solvent: C(C)O (ethanol). Product: FC1=CC=C(/C=C/C(=O)O)C=C1 (Trans-4-fluorocinnamic acid). Reaction SMILES: [OH-].[Na+].O.[F:4][C:5]1[CH:17]=[CH:16][C:8](/[CH:9]=[CH:10]/[C:11]([O:13]CC)=[O:12])=[CH:7][CH:6]=1>C(O)C>[F:4][C:5]1[CH:6]=[CH:7][C:8](/[CH:9]=[CH:10]/[C:11]([OH:13])=[O:12])=[CH:16][CH:17]=1 |f:0.1|. Procedure: A solution of 4 g. of sodium hydroxide in 30 ml. of water is added to a solution of 19.4 g. (0.1 mole) of ethyl trans-4-fluorocinnamate (Compound LXV) in 350 ml. of ethanol, and the reaction mixture is stirred at 70° C. for 18 hours. The solvent is evaporated at reduced pressure, and the residue is dissolved in water. The solution is washed once with methyl t-butyl ether and acidified with 6N. hydrochloric acid. The resulting precipitate is washed twice with water and dried to obtain the product... Starting materials: C(C1=CC=CC=C1)OC1=CC=C(C=C1)C(=O)C1=NC=C(C=C1F)F ([4-(benzyloxy)phenyl](3,5-difluoropyridin-2-yl)methanone), CNN (methylhydrazine), CC(C)O (2-propanol). Solvent: O (water). Conditions: time 30 minute. Yields the product FC=1C=C2C(=NC1)C(=NN2C)C2=CC=C(C=C2)O (4-(6-Fluoro-1-methyl-1H-pyrazolo[4,3-b]pyridin-3-yl)phenol). The yield is 55.7%. Reaction SMILES: C([O:8][C:9]1[CH:14]=[CH:13][C:12]([C:15]([C:17]2[C:22](F)=[CH:21][C:20]([F:24])=[CH:19][N:18]=2)=O)=[CH:11][CH:10]=1)C1C=CC=CC=1.[CH3:25][NH:26][NH2:27].CC(O)C>O>[F:24][C:20]1[CH:21]=[C:22]2[N:26]([CH3:25])[N:27]=[C:15]([C:12]3[CH:13]=[CH:14][C:9]([OH:8])=[CH:10][CH:11]=3)[C:17]2=[N:18][CH:19]=1. Reported procedure: A mixture of [4-(benzyloxy)phenyl](3,5-difluoropyridin-2-yl)methanone (300 mg), methylhydrazine (212 mg) and 2-propanol (5 mL) was stirred at room temperature for 30 min, and then at 90° C. for 12 h, treated with water, and extracted with AcOEt. The organic layer was dried over MgSO4 and concentrated under reduced pressure. The crude material was dissolved in EtOH (20 mL) and 10% Pd—C (50% wet, 98 mg) was added. The mixture was stirred for 1 h under H2 atmosphere, filtered and evaporated. The re...